This data is from the Open Reaction Database (ORD), a public repository of structured organic reaction records. The task is: describe an organic reaction: reactants, conditions, products, and yield The reactants are ClCCl, O=[Cr](=O)([O-])Cl, CCCn1c(=O)c2[nH]c(C3CC4CCC(O)C3C4)nc2n(CCC)c1=O, c1cc[nH+]cc1. Yields the product CCCn1c(=O)c2[nH]c(C3CC4CCC(=O)C3C4)nc2n(CCC)c1=O. RXN SMILES: [Cl:38][CH2:39][Cl:40].[O:27]=[Cr:28]([Cl:29])([O-:30])=[O:31].[OH:1][CH:2]1[CH2:3][CH2:4][CH:5]2[CH2:6][CH:7]([c:10]3[n:11][c:12]4[n:13]([CH2:24][CH2:25][CH3:26])[c:14](=[O:23])[n:15]([CH2:20][CH2:21][CH3:22])[c:16](=[O:19])[c:17]4[nH:18]3)[CH:8]1[CH2:9]2.[nH+:32]1[cH:33][cH:34][cH:35][cH:36][cH:37]1>>[O:1]=[C:2]1[CH2:3][CH2:4][CH:5]2[CH2:6][CH:7]([c:10]3[n:11][c:12]4[n:13]([CH2:24][CH2:25][CH3:26])[c:14](=[O:23])[n:15]([CH2:20][CH2:21][CH3:22])[c:16](=[O:19])[c:17]4[nH:18]3)[CH:8]1[CH2:9]2. Starting materials: CCOC(=O)c1sc(N2CCNC2=O)cc1C, CN(C)C=O, FC(F)(F)c1ccc(CBr)cc1, [H-], [Na+]. The product is CCOC(=O)c1sc(N2CCN(Cc3ccc(C(F)(F)F)cc3)C2=O)cc1C. RXN SMILES: [CH3:1][c:2]1[c:3]([C:13](=[O:14])[O:15][CH2:16][CH3:17])[s:4][c:5]([N:7]2[C:8](=[O:12])[NH:9][CH2:10][CH2:11]2)[cH:6]1.[CH3:32][N:33]([CH3:34])[CH:35]=[O:36].[F:20][C:21]([c:22]1[cH:23][cH:24][c:25]([CH2:26][Br:27])[cH:28][cH:29]1)([F:30])[F:31].[H-:18].[Na+:19]>>[CH3:1][c:2]1[c:3]([C:13](=[O:14])[O:15][CH2:16][CH3:17])[s:4][c:5]([N:7]2[C:8](=[O:12])[N:9]([CH2:26][c:25]3[cH:24][cH:23][c:22]([C:21]([F:20])([F:30])[F:31])[cH:29][cH:28]3)[CH2:10][CH2:11]2)[cH:6]1. Reactants: C(=O)(O)CCNC(=O)C1=CC2=C(N(C(=N2)C2=CC=C(C=C2)CN(C(C(F)(F)F)=O)C)C)C=C1 (5-[(2-carboxy-ethyl)-aminocarbonyl]-1-methyl-2-[4-(N-trifluoroacetyl-methylaminomethyl)-phenyl]-benzimidazole), [OH-].[Na+] (sodium hydroxide). The product is C(=O)(O)CCNC(=O)C1=CC2=C(N(C(=N2)C2=CC=C(C=C2)CNC)C)C=C1 (5-[(2-carboxy-ethyl)-aminocarbonyl]-1-methyl-2-(4-methylaminomethyl-phenyl)-benzimidazole). Reaction SMILES: [C:1]([CH2:4][CH2:5][NH:6][C:7]([C:9]1[CH:33]=[CH:32][C:12]2[N:13]([CH3:31])[C:14]([C:16]3[CH:21]=[CH:20][C:19]([CH2:22][N:23](C)[C:24](=O)C(F)(F)F)=[CH:18][CH:17]=3)=[N:15][C:11]=2[CH:10]=1)=[O:8])([OH:3])=[O:2].[OH-].[Na+]>>[C:1]([CH2:4][CH2:5][NH:6][C:7]([C:9]1[CH:33]=[CH:32][C:12]2[N:13]([CH3:31])[C:14]([C:16]3[CH:17]=[CH:18][C:19]([CH2:22][NH:23][CH3:24])=[CH:20][CH:21]=3)=[N:15][C:11]=2[CH:10]=1)=[O:8])([OH:3])=[O:2] |f:1.2|. Reported procedure: Prepared from 5-[(2-carboxy-ethyl)-aminocarbonyl]-1-methyl-2-[4-(N-trifluoroacetyl-methylaminomethyl)-phenyl]-benzimidazole by treating with 2N sodium hydroxide solution. Starting materials: [Al+3], COC(=O)C(C)(C)COc1ccc(Br)cc1C1CC(=O)NC(c2cc(F)ccc2C)C12C(=O)Nc1cc(Cl)ccc12, C1CCOC1, [H-], [H-], [H-], [H-], [Li+]. The product is Cc1ccc(F)cc1C1NC(=O)CC(c2cc(Br)ccc2OCC(C)(C)CO)C12C(=O)Nc1cc(Cl)ccc12. RXN SMILES: [Al+3:43].[Br:1][c:2]1[cH:3][cH:4][c:5]([O:33][CH2:34][C:35]([CH3:36])([CH3:37])[C:38](=[O:39])[O:40][CH3:41])[c:6]([CH:8]2[CH2:9][C:10](=[O:32])[NH:11][CH:12]([c:24]3[c:25]([CH3:31])[cH:26][cH:27][c:28]([F:30])[cH:29]3)[C:13]23[C:14](=[O:23])[NH:15][c:16]2[cH:17][c:18]([Cl:22])[cH:19][cH:20][c:21]23)[cH:7]1.[CH2:48]1[O:49][CH2:50][CH2:51][CH2:52]1.[H-:42].[H-:45].[H-:46].[H-:47].[Li+:44]>>[Br:1][c:2]1[cH:3][cH:4][c:5]([O:33][CH2:34][C:35]([CH3:36])([CH3:37])[CH2:38][OH:39])[c:6]([CH:8]2[CH2:9][C:10](=[O:32])[NH:11][CH:12]([c:24]3[c:25]([CH3:31])[cH:26][cH:27][c:28]([F:30])[cH:29]3)[C:13]23[C:14](=[O:23])[NH:15][c:16]2[cH:17][c:18]([Cl:22])[cH:19][cH:20][c:21]23)[cH:7]1. Starting materials: C1COCCN1, Nc1c2c(nc3ccccc13)CCCC2, COc1ccc(C=O)cc1, Cc1ccccc1. Yields the product COc1ccc(C=Nc2c3c(nc4ccccc24)CCCC3)cc1. RXN SMILES: [CH2:16]1[NH:17][CH2:18][CH2:19][O:20][CH2:21]1.[CH2:1]1[CH2:2][CH2:3][CH2:4][c:5]2[n:6][c:7]3[cH:8][cH:9][cH:10][cH:11][c:12]3[c:13]([NH2:15])[c:14]21.[CH3:22][O:23][c:24]1[cH:25][cH:26][c:27]([CH:28]=[O:29])[cH:30][cH:31]1.[CH3:32][c:33]1[cH:34][cH:35][cH:36][cH:37][cH:38]1>>[CH2:1]1[CH2:2][CH2:3][CH2:4][c:5]2[n:6][c:7]3[cH:8][cH:9][cH:10][cH:11][c:12]3[c:13]([N:15]=[CH:28][c:27]3[cH:26][cH:25][c:24]([O:23][CH3:22])[cH:31][cH:30]3)[c:14]21. Conditions: time 8 hour. Reactants: ClCC(C)(O)C1=NC2=C(N1C)C=C(C(=C2)Cl)Cl (1-chloro-2-(5,6-dichloro-1-methyl-1H-benzoimidazol-2-yl)-propan-2-ol), C(C)S (ethanethiol), C[O-].[Na+] (sodium methoxide). The product is ClC1=CC2=C(N(C(=N2)C(CSCC)(C)O)C)C=C1Cl (2-(5,6-Dichloro-1-methyl-1H-benzoimidazol-2-yl)-1-ethylsulfanyl-propan-2-ol). Reaction SMILES: Cl[CH2:2][C:3]([C:6]1[N:10]([CH3:11])[C:9]2[CH:12]=[C:13]([Cl:17])[C:14]([Cl:16])=[CH:15][C:8]=2[N:7]=1)([OH:5])[CH3:4].[CH2:18]([SH:20])[CH3:19].C[O-].[Na+]>CO>[Cl:16][C:14]1[C:13]([Cl:17])=[CH:12][C:9]2[N:10]([CH3:11])[C:6]([C:3]([OH:5])([CH3:4])[CH2:2][S:20][CH2:18][CH3:19])=[N:7][C:8]=2[CH:15]=1 |f:2.3|. The solvent is CO (MeOH). Reported procedure: To 1-chloro-2-(5,6-dichloro-1-methyl-1H-benzoimidazol-2-yl)-propan-2-ol (141 mg) in MeOH (4 mL) at room temperature was added a solution of ethanethiol (34 mg) and sodium methoxide (0.132 mls of 25 wt % in MeOH). The resulting mixture was stirred at room temperature overnight. The reaction mixture was then concentrated. The crude product was purified by flash chromatography (10%-40% EtOAc/hexanes) to yield the title compound as a yellow crystalline solid. Reactants: C(C)OC(C(C)NC(C)C(NC1=CC=C(C=C1)Cl)=O)=O (2-[1-(p-chlorophenylcarbamyl)ethylamino]-propionic acid ethyl ester), C(C)OCC (diethyl ether), C(C)OCC (diethyl ether), [H-].[H-].[H-].[H-].[Li+].[Al+3] (LiAlH4). The solvent is O (water). Yields the product ClC1=CC=C(C=C1)NCC(C)NC(CO)C (2-[(2-(p-Chlorophenyl)amino-1-methylethyl]-amino)-1-propanol). The yield is 98.5%. RXN SMILES: C([O:3][C:4](=O)[CH:5]([NH:7][CH:8]([C:10](=O)[NH:11][C:12]1[CH:17]=[CH:16][C:15]([Cl:18])=[CH:14][CH:13]=1)[CH3:9])[CH3:6])C.C(OCC)C.[H-].[H-].[H-].[H-].[Li+].[Al+3]>O>[Cl:18][C:15]1[CH:14]=[CH:13][C:12]([NH:11][CH2:10][CH:8]([NH:7][CH:5]([CH3:6])[CH2:4][OH:3])[CH3:9])=[CH:17][CH:16]=1 |f:2.3.4.5.6.7|. Reported procedure: 95 Grams of 2-[1-(p-chlorophenylcarbamyl)ethylamino]-propionic acid ethyl ester dissolved in 1200 ml. of anhydrous diethyl ether is gradually added under stirring to a suspension of 38 g. of LiAlH4 in 2000 ml. of diethyl ether cooled to 0° C. The reaction mixture is refluxed for two hours with stirring, then the reaction complex is decomposed at 0° C. with water, stirred for 30 minutes at room temperature and the inorganic solids separated by filtration. The ether solution is dried and evaporate... The reactants are ClC1=CC(=NC=N1)N (6-chloropyrimidin-4-amine), C(C)(C)N(CC)C(C)C (diisopropylethylamine), N1CCS(CC1)(=O)=O (thiomorpholine 1,1-dioxide). Run in C(CCC)O (n-butanol). Conditions: temperature 200 celsius, time 18 hour. Yields the product O=S1(CCN(CC1)C1=CC(=NC=N1)N)=O (6-(1,1-Dioxidothiomorpholin-4-yl)pyrimidin-4-amine). RXN SMILES: Cl[C:2]1[N:7]=[CH:6][N:5]=[C:4]([NH2:8])[CH:3]=1.C(N(C(C)C)CC)(C)C.[NH:18]1[CH2:23][CH2:22][S:21](=[O:25])(=[O:24])[CH2:20][CH2:19]1>C(O)CCC>[O:24]=[S:21]1(=[O:25])[CH2:22][CH2:23][N:18]([C:2]2[N:7]=[CH:6][N:5]=[C:4]([NH2:8])[CH:3]=2)[CH2:19][CH2:20]1. Procedure: 6-Chloropyrimidin-4-amine 7-2 (0.4 g, 3.09 mmol) and diisopropylethylamine (0.4 g, 3.09 mmol) were suspended in n-butanol and thiomorpholine 1,1-dioxide (0.417 g, 3.09 mmol) was added. The reaction was stirred at 200° C. for 18 hours, the butanol was evaporated off and the product was purified on a silica column eluted with DCM:MeOH:NH4OH (95:5:0.5). Yield=2.45 mmol (79%). 1H-NMR (CD3OD): 8.03 ppm (s, 1H); 5.87 ppm (s, 1H); 4.10 ppm (t, 4H); 3.09 ppm (t, 4H). The reactants are CCOP(=O)(OCC)C(F)(F)c1cc2cc(CBr)ccc2cc1Br, C[N+]1([O-])CCOCC1, C1COCCO1. Product: CCOP(=O)(OCC)C(F)(F)c1cc2cc(C=O)ccc2cc1Br. As a reaction SMILES: [Br:1][c:2]1[c:3]([C:14]([F:15])([F:16])[P:17]([O:18][CH2:19][CH3:20])([O:21][CH2:22][CH3:23])=[O:24])[cH:4][c:5]2[cH:6][c:7]([CH2:12][Br:13])[cH:8][cH:9][c:10]2[cH:11]1.[CH3:25][N+:26]1([O-:27])[CH2:28][CH2:29][O:30][CH2:31][CH2:32]1.[O:33]1[CH2:34][CH2:35][O:36][CH2:37][CH2:38]1>>[Br:1][c:2]1[c:3]([C:14]([F:15])([F:16])[P:17]([O:18][CH2:19][CH3:20])([O:21][CH2:22][CH3:23])=[O:24])[cH:4][c:5]2[cH:6][c:7]([CH:12]=[O:27])[cH:8][cH:9][c:10]2[cH:11]1. Starting materials: FC1=CC=C(C=C1)CCCBr (3-(4-fluorophenyl)-1-bromopropane), C(C1=CC=CC=C1)N1C=NC=C1C(=O)C1=CC=C(C=C1)F (1-benzyl-5-[1-(4-fluorophenyl)-1-oxomethyl]-1H-imidazole). Yields the product C(C1=CC=CC=C1)N1C=NC=C1C(CCCC1=CC=C(C=C1)F)(O)C1=CC=C(C=C1)F (1-benzyl-5-[1,4-bis(4-fluorophenyl)-1-hydroxybutyl]-1H-imidazole). As a reaction SMILES: [F:1][C:2]1[CH:7]=[CH:6][C:5]([CH2:8][CH2:9][CH2:10]Br)=[CH:4][CH:3]=1.[CH2:12]([N:19]1[C:23]([C:24]([C:26]2[CH:31]=[CH:30][C:29]([F:32])=[CH:28][CH:27]=2)=[O:25])=[CH:22][N:21]=[CH:20]1)[C:13]1[CH:18]=[CH:17][CH:16]=[CH:15][CH:14]=1>>[CH2:12]([N:19]1[C:23]([C:24]([C:26]2[CH:27]=[CH:28][C:29]([F:32])=[CH:30][CH:31]=2)([OH:25])[CH2:10][CH2:9][CH2:8][C:5]2[CH:6]=[CH:7][C:2]([F:1])=[CH:3][CH:4]=2)=[CH:22][N:21]=[CH:20]1)[C:13]1[CH:14]=[CH:15][CH:16]=[CH:17][CH:18]=1. Procedure details: 1-benzyl-5-[1,4-bis(4-fluorophenyl)-1-hydroxybutyl]-1H-imidazole is prepared analogously to Example 7 a) starting from 3-(4-fluorophenyl)-1-bromopropane and 1-benzyl-5-[1-(4-fluorophenyl)-1-oxomethyl]-1H-imidazole. The product is purified by flash chromatography.